This data is from the Open Reaction Database (ORD), a public repository of structured organic reaction records. The task is: describe an organic reaction: reactants, conditions, products, and yield Starting materials: C(C)OC(=O)C1CCN(CC1)CC1=CC2=CC=C(C=C2C=C1)O[C@@H]1CC[C@@H](CC1)C1=CC=CC=C1 (1-[6-(cis-4-phenyl-cyclohexyloxy)-naphthalen-2-ylmethyl]-piperidine-4-carboxylic acid ethyl ester), [OH-].[Li+] (lithium hydroxide), O1CCCC1 (tetrahydrofuran), O (water). Yields the product C1(=CC=CC=C1)[C@H]1CC[C@H](CC1)OC=1C=C2C=CC(=CC2=CC1)CN1CCC(CC1)C(=O)O (1-((6-((cis-4-phenylcyclohexyl)oxy)naphthalen-2-yl)methyl)piperidine-4-carboxylic acid). Reaction SMILES: C([O:3][C:4]([CH:6]1[CH2:11][CH2:10][N:9]([CH2:12][C:13]2[CH:22]=[CH:21][C:20]3[C:15](=[CH:16][CH:17]=[C:18]([O:23][C@H:24]4[CH2:29][CH2:28][C@@H:27]([C:30]5[CH:35]=[CH:34][CH:33]=[CH:32][CH:31]=5)[CH2:26][CH2:25]4)[CH:19]=3)[CH:14]=2)[CH2:8][CH2:7]1)=[O:5])C.[OH-].[Li+].O1CCCC1.O>>[C:30]1([C@@H:27]2[CH2:26][CH2:25][C@H:24]([O:23][C:18]3[CH:19]=[C:20]4[C:15](=[CH:16][CH:17]=3)[CH:14]=[C:13]([CH2:12][N:9]3[CH2:8][CH2:7][CH:6]([C:4]([OH:5])=[O:3])[CH2:11][CH2:10]3)[CH:22]=[CH:21]4)[CH2:29][CH2:28]2)[CH:35]=[CH:34][CH:33]=[CH:32][CH:31]=1 |f:1.2|. Procedure details: A solution of 1-[6-(cis-4-phenyl-cyclohexyloxy)-naphthalen-2-ylmethyl]-piperidine-4-carboxylic acid ethyl ester (0.9 g, 2 mmol) and lithium hydroxide (457 mg, 19.1 mmol) in tetrahydrofuran (7.74 mL, 95.4 mmol) and water (1.72 mL, 95.4 mmol) was stirred at room temperature overnight. LCMS showed a single desired product peak Rt=1.60 min, m/z=444.35, [M+1], 100%. The solvent was concentrated and neutralized with conc. HCl and concentrated and purified on HPLC to give product (245 mg, 30%). The reactants are FC1=CC=CC(=N1)C1=NN(C2=CN=C(C=C21)C=2C=NC=CC2)COCC[Si](C)(C)C (3-(6-fluoropyridin-2-yl)-5-(pyridin-3-yl)-1-((2-(trimethylsilyl)ethoxy)methyl)-1H-pyrazolo[3,4-c]pyridine), N1C[C@@H](CCC1)O ((R)-piperidin-3-ol), CCN(C(C)C)C(C)C (DIPEA). Run in CCO (EtOH). Conditions: temperature 120 celsius. Yields the product N1=CC(=CC=C1)C=1C=C2C(=CN1)N(N=C2C2=CC=CC(=N2)N2C[C@@H](CCC2)O)COCC[Si](C)(C)C ((R)-1-(6-(5-(pyridin-3-yl)-1-((2-(trimethylsilyl)ethoxy)methyl)-1H-pyrazolo[3,4-c]pyridin-3-yl)pyridin-2-yl)piperidin-3-ol). RXN SMILES: F[C:2]1[N:7]=[C:6]([C:8]2[C:16]3[C:11](=[CH:12][N:13]=[C:14]([C:17]4[CH:18]=[N:19][CH:20]=[CH:21][CH:22]=4)[CH:15]=3)[N:10]([CH2:23][O:24][CH2:25][CH2:26][Si:27]([CH3:30])([CH3:29])[CH3:28])[N:9]=2)[CH:5]=[CH:4][CH:3]=1.[NH:31]1[CH2:36][CH2:35][CH2:34][C@@H:33]([OH:37])[CH2:32]1.CCN(C(C)C)C(C)C>CCO>[N:19]1[CH:20]=[CH:21][CH:22]=[C:17]([C:14]2[CH:15]=[C:16]3[C:8]([C:6]4[N:7]=[C:2]([N:31]5[CH2:36][CH2:35][CH2:34][C@@H:33]([OH:37])[CH2:32]5)[CH:3]=[CH:4][CH:5]=4)=[N:9][N:10]([CH2:23][O:24][CH2:25][CH2:26][Si:27]([CH3:30])([CH3:29])[CH3:28])[C:11]3=[CH:12][N:13]=2)[CH:18]=1. Procedure details: To a mixture of 3-(6-fluoropyridin-2-yl)-5-(pyridin-3-yl)-1-((2-(trimethylsilyl)ethoxy)methyl)-1H-pyrazolo[3,4-c]pyridine (200 mg, 0.5 mmol) and (R)-piperidin-3-ol (100 mg, 1.0 mmol) in EtOH 5 mL, was added DIPEA 5 mL. The reaction mixture was heated at 120° C. for 15 h, and the reaction was monitored by LCMS. Upon completion of the reaction, the solvent was distilled off and the crude material was purified via flash chromatography, eluting with 5% to 30% heptane/ethyl acetate to afford (R)-1-(6... Starting materials: BrC(C(C)(C)C)C1=CC=CC=C1 ((1-Bromo-2,2-dimethyl-propyl)-benzene), C(C)(=S)[O-].[K+] (Potassium thioacetate). Solvent: CN(C)C=O (DMF). Reaction conditions: temperature 50 celsius. The product is CC(C(C1=CC=CC=C1)SC(C)=O)(C)C (Thioacetic acid S-(2,2-dimethyl-1-phenyl-propyl)ester). Yield: 99.1%. RXN SMILES: Br[CH:2]([C:7]1[CH:12]=[CH:11][CH:10]=[CH:9][CH:8]=1)[C:3]([CH3:6])([CH3:5])[CH3:4].[C:13]([O-:16])(=[S:15])[CH3:14].[K+]>CN(C=O)C>[CH3:4][C:3]([CH3:6])([CH3:5])[CH:2]([S:15][C:13](=[O:16])[CH3:14])[C:7]1[CH:12]=[CH:11][CH:10]=[CH:9][CH:8]=1 |f:1.2|. Procedure: (1-Bromo-2,2-dimethyl-propyl)-benzene (1.00 g, 4.40 mmol) was dissolved in dry DMF (5 mL) under an argon atmosphere. Potassium thioacetate (2.51 g, 22.0 mmol) was added and the reaction was heated to 50° C. for 7 days. The solution was then concentrated and the product purified by column chromatography to obtain the desired thioester (970 mg, 99%). TLC (Hexane:CH2Cl2, 7:3 v/v): Rf=0.40. 1H NMR (400 MHz, CDCl3): δ 7.33-7.22 (m, 5H), 4.52 (s, 1H), 2.32 (s, 3H), 1.00 (s, 9H). 13C NMR (100 MHz, CDCl... Reactants: COC1=CC=C(C=C1)C(C(C(CC(=O)C1=CC=CC=C1)=O)C)=O (1-(4-methoxyphenyl)-2-methyl-5-phenyl-1,3,5-pentanetrione), COC=1C=C(N)C=C(C1)OC (3,5-dimethoxyaniline), C1(=CC=C(C=C1)S(=O)(=O)O)C (para-toluenesulfonic acid), 5A. The solvent is ClC1=CC=CC=C1 (chlorobenzene). The product is C1(=CC=C(C=C1)S(=O)(=O)O)C.COC=1C=C(C=C(C1)OC)N1C(=C(C(C=C1C1=CC=CC=C1)=O)C)C1=CC=C(C=C1)OC (1-(3,5-dimethoxyphenyl)-2-(4-methoxyphenyl)-3-methyl-6-phenyl-4(1H)-pyridinone p-toluenesulfonate). Reaction SMILES: [CH3:1][O:2][C:3]1[CH:8]=[CH:7][C:6]([C:9](=O)[CH:10]([CH3:22])[C:11](=[O:21])[CH2:12][C:13]([C:15]2[CH:20]=[CH:19][CH:18]=[CH:17][CH:16]=2)=O)=[CH:5][CH:4]=1.[CH3:24][O:25][C:26]1[CH:27]=[C:28]([CH:30]=[C:31]([O:33][CH3:34])[CH:32]=1)[NH2:29].[C:35]1([CH3:45])[CH:40]=[CH:39][C:38]([S:41]([OH:44])(=[O:43])=[O:42])=[CH:37][CH:36]=1>ClC1C=CC=CC=1>[C:35]1([CH3:45])[CH:36]=[CH:37][C:38]([S:41]([OH:44])(=[O:42])=[O:43])=[CH:39][CH:40]=1.[CH3:34][O:33][C:31]1[CH:30]=[C:28]([N:29]2[C:13]([C:15]3[CH:20]=[CH:19][CH:18]=[CH:17][CH:16]=3)=[CH:12][C:11](=[O:21])[C:10]([CH3:22])=[C:9]2[C:6]2[CH:7]=[CH:8][C:3]([O:2][CH3:1])=[CH:4][CH:5]=2)[CH:27]=[C:26]([O:25][CH3:24])[CH:32]=1 |f:4.5|. Reported procedure: To 200 ml of chlorobenzene were added 3.1 g (0.01 mole) of 1-(4-methoxyphenyl)-2-methyl-5-phenyl-1,3,5-pentanetrione, 2.3 g (1.5 mole) of 3,5-dimethoxyaniline, 2.9 g (0.015 mole) of para-toluenesulfonic acid and 10 g of Molecular Sieves 5A, followed by refluxing the resulting mixture for 2 hours. After cooling the reaction mixture, solid matter was removed from the reaction mixture, followed by addition of 500 ml of chloroform thereto. The organic layer was washed first with 200 ml of 10% hydroc... Starting materials: CC(C)(C)OC(=O)N1CCN(C(=O)c2ccc(CN3CCOCC3)cc2)CC1, ClCCl, [Na+], O=C([O-])O, O=C(O)C(F)(F)F. The product is O=C(c1ccc(CN2CCOCC2)cc1)N1CCNCC1. RXN SMILES: [C:1]([O:2][C:3](=[O:4])[N:8]1[CH2:9][CH2:10][N:11]([C:14]([c:15]2[cH:16][cH:17][c:18]([CH2:21][N:22]3[CH2:23][CH2:24][O:25][CH2:26][CH2:27]3)[cH:19][cH:20]2)=[O:28])[CH2:12][CH2:13]1)([CH3:5])([CH3:6])[CH3:7].[Cl:36][CH2:37][Cl:38].[Na+:43].[O-:39][C:40]([OH:41])=[O:42].[OH:29][C:30]([C:31]([F:32])([F:33])[F:34])=[O:35]>>[NH:8]1[CH2:9][CH2:10][N:11]([C:14]([c:15]2[cH:16][cH:17][c:18]([CH2:21][N:22]3[CH2:23][CH2:24][O:25][CH2:26][CH2:27]3)[cH:19][cH:20]2)=[O:28])[CH2:12][CH2:13]1. Starting materials: CC(=CCC=1C(=CC(=C(C1O)C(=O)/C=C/C=2C=CC(=CC2)O)OC)O)C (xanthohumol), OS(=O)(=O)O (H2SO4), C=CCO[C@@H]([C@@H]1C[C@@H]2CC[N+]1(C[C@@H]2C=C)CC3=C4C=CC=CC4=CC5=CC=CC=C53)C6=CC=NC7=CC=CC=C67.[Br-] (O-allyl-N-(9-anthracenylmethyl)cinchonidinium bromide), [OH-].[Na+] (NaOH). The solvent is C1(=CC=CC=C1)C (toluene), C(C)(=O)OCC (ethyl acetate), O (H2O), C1(=CC=CC=C1)C (toluene). Reaction conditions: time 24 hour. Yields the product CC(=CCC=1C(=CC(=C2C1OC(CC2=O)C=3C=CC(=CC3)O)OC)O)C (Isoxanthohumol). As a reaction SMILES: C=CCO[C@H](C1C2C(=CC=CC=2)N=CC=1)[C@H]1[N+]2(CC3C4C(=CC=CC=4)C=C4C=3C=CC=C4)C[C@H](C=C)[C@@H](CC2)C1.[Br-].[CH3:42][C:43]([CH3:67])=[CH:44][CH2:45][C:46]1[C:47]([OH:66])=[CH:48][C:49]([O:64][CH3:65])=[C:50]([C:53](/[CH:55]=[CH:56]/[C:57]2[CH:58]=[CH:59][C:60]([OH:63])=[CH:61][CH:62]=2)=[O:54])[C:51]=1[OH:52].[OH-].[Na+].OS(O)(=O)=O>C1(C)C=CC=CC=1.C(OCC)(=O)C.O>[CH3:42][C:43]([CH3:67])=[CH:44][CH2:45][C:46]1[C:47]([OH:66])=[CH:48][C:49]([O:64][CH3:65])=[C:50]2[C:53](=[O:54])[CH2:55][CH:56]([C:57]3[CH:58]=[CH:59][C:60]([OH:63])=[CH:61][CH:62]=3)[O:52][C:51]=12 |f:0.1,3.4|. Procedure details: To the suspension of the O'Donnell phase transfer catalyst O-allyl-N-(9-anthracenylmethyl)cinchonidinium bromide (34 mg, 0.056 mmol) in 1 ml of toluene is added xanthohumol (2 OH groups protected) (in part TIPS-protected: 37 mg, 0.056 mmol) in 1 ml of toluene. Subsequently, 0.5 ml of 25% NaOH is added and the mixture is stirred for 24 h at room temperature. For workup, 20 ml of H2O and 20 ml of ethyl acetate are added. The aqueous phase is acidified with H2SO4 and extracted twice with ethyl acet...